Dataset: the Open Reaction Database (ORD), a public repository of structured organic reaction records. Task: describe an organic reaction: reactants, conditions, products, and yield Reactants: C[Si](C)(C)[N-][Si](C)(C)C.[Li+] (lithium bis(trimethyl-silyl)amide), C(C)(=O)Cl (acetyl chloride), FC1=C(C(=CC(=C1)F)F)CC(=O)OC (methyl 2,4,6-trifluorobenzeneacetate), FC1=C(C(=CC(=C1)F)F)CC(=O)OC (Methyl 2,4,6-trifluorobenzeneacetate), O (water). Solvent: O1CCCC1 (tetrahydrofuran), O1CCCC1 (tetrahydrofuran), O1CCCC1 (tetrahydrofuran). Run at temperature -65 celsius, time 30 minute. The product is C(C)(=O)C(C(=O)OC)C1=C(C=C(C=C1F)F)F (Methyl α-acetyl-2,4,6-trifluorobenzeneacetate). As a reaction SMILES: C[Si]([N-][Si](C)(C)C)(C)C.[Li+].[F:11][C:12]1[CH:17]=[C:16]([F:18])[CH:15]=[C:14]([F:19])[C:13]=1[CH2:20][C:21]([O:23][CH3:24])=[O:22].[C:25](Cl)(=[O:27])[CH3:26].O>O1CCCC1>[C:25]([CH:20]([C:13]1[C:12]([F:11])=[CH:17][C:16]([F:18])=[CH:15][C:14]=1[F:19])[C:21]([O:23][CH3:24])=[O:22])(=[O:27])[CH3:26] |f:0.1|. Procedure details: To a commercially obtained tetrahydrofuran solution of lithium bis(trimethyl-silyl)amide (1.0 M, 21.0 mL) stirred under a nitrogen atmosphere and cooled to an internal temperature of −65° C., was added dropwise over 30 minutes a solution of methyl 2,4,6-trifluorobenzeneacetate (i.e. the product of Step A) (2.04 g, 10.0 mmol) dissolved in dry tetrahydrofuran (10 mL). The reaction mixture was stirred for an additional 30 minutes, and then while maintaining the −65° C. temperature, a solution of fr... Starting materials: CC(=O)OC1C(N2CCCCC2)CC2C3CCC4CCC(O)CC4(C)C3CCC21C, CC(C)=O. Product: CC(=O)OC1C(N2CCCCC2)CC2C3CCC4CCC(=O)CC4(C)C3CCC21C. Reaction SMILES: [C:1]([CH3:2])(=[O:3])[O:4][CH:5]1[C:6]2([CH3:7])[CH:8]([CH2:9][CH:10]1[N:11]1[CH2:12][CH2:13][CH2:14][CH2:15][CH2:16]1)[CH:17]1[CH2:18][CH2:19][CH:20]3[CH2:21][CH2:22][CH:23]([OH:30])[CH2:24][C:25]3([CH3:26])[CH:27]1[CH2:28][CH2:29]2.[CH3:31][C:32](=[O:33])[CH3:34]>>[C:1]([CH3:2])(=[O:3])[O:4][CH:5]1[C:6]2([CH3:7])[CH:8]([CH2:9][CH:10]1[N:11]1[CH2:12][CH2:13][CH2:14][CH2:15][CH2:16]1)[CH:17]1[CH2:18][CH2:19][CH:20]3[CH2:21][CH2:22][C:23](=[O:30])[CH2:24][C:25]3([CH3:26])[CH:27]1[CH2:28][CH2:29]2. The reactants are C1CCOC1, CCOC(C)=O, O=[N+]([O-])c1cnc(NCc2ccccc2OC(F)(F)F)nc1NCC1CCC(N2CC(O)C2)CC1, [Na+], O=C([O-])O, O=C1NC(=O)c2ccccc21, CCOC(=O)N=NC(=O)OCC, c1ccc(P(c2ccccc2)c2ccccc2)cc1. The product is O=C1c2ccccc2C(=O)N1C1CN(C2CCC(CNc3nc(NCc4ccccc4OC(F)(F)F)ncc3[N+](=O)[O-])CC2)C1. RXN SMILES: [CH2:83]1[O:84][CH2:85][CH2:86][CH2:87]1.[CH3:88][CH2:89][O:90][C:91]([CH3:92])=[O:93].[N+:1](=[O:2])([O-:3])[c:4]1[c:5]([NH:23][CH2:24][CH:25]2[CH2:26][CH2:27][CH:28]([N:31]3[CH2:32][CH:33]([OH:35])[CH2:34]3)[CH2:29][CH2:30]2)[n:6][c:7]([NH:10][CH2:11][c:12]2[c:13]([O:18][C:19]([F:20])([F:21])[F:22])[cH:14][cH:15][cH:16][cH:17]2)[n:8][cH:9]1.[Na+:82].[O-:78][C:79]([OH:80])=[O:81].[O:36]=[C:37]1[NH:38][C:39](=[O:40])[c:41]2[cH:42][cH:43][cH:44][cH:45][c:46]21.[O:66]=[C:67]([O:68][CH2:69][CH3:70])[N:71]=[N:72][C:73]([O:74][CH2:75][CH3:76])=[O:77].[c:47]1([P:48]([c:49]2[cH:50][cH:51][cH:52][cH:53][cH:54]2)[c:55]2[cH:56][cH:57][cH:58][cH:59][cH:60]2)[cH:61][cH:62][cH:63][cH:64][cH:65]1>>[N+:1](=[O:2])([O-:3])[c:4]1[c:5]([NH:23][CH2:24][CH:25]2[CH2:26][CH2:27][CH:28]([N:31]3[CH2:32][CH:33]([N:38]4[C:37](=[O:36])[c:46]5[c:41]([cH:42][cH:43][cH:44][cH:45]5)[C:39]4=[O:40])[CH2:34]3)[CH2:29][CH2:30]2)[n:6][c:7]([NH:10][CH2:11][c:12]2[c:13]([O:18][C:19]([F:20])([F:21])[F:22])[cH:14][cH:15][cH:16][cH:17]2)[n:8][cH:9]1. Starting materials: Ice, C1(=CC=CC=C1O)C (o-cresol), C(C)(=O)OC(C)=O (Acetic anhydride). Solvent: [OH-].[Na+] (sodium hydroxide), O (water). Run at time 1 minute. The product is C(C)(=O)OC1=C(C=CC=C1)C (2-methylphenyl acetate). Reaction SMILES: [C:1]1([CH3:8])[C:6]([OH:7])=[CH:5][CH:4]=[CH:3][CH:2]=1.[C:9](OC(=O)C)(=[O:11])[CH3:10]>[OH-].[Na+].O>[C:9]([O:7][C:6]1[CH:5]=[CH:4][CH:3]=[CH:2][C:1]=1[CH3:8])(=[O:11])[CH3:10] |f:2.3|. Procedure: Ice (300 g) was added to o-cresol (21.6 g, 0.2 mol) dissolved in a solution of sodium hydroxide (12 g, 0.3 mol in water (100 ml). Acetic anhydride (30.6 g, 0.3 mol) was then added and the mixture was shaken for 1 min. The product was extracted into ether and then purified by reduced pressure distillation. The reactants are Cc1noc(C)c1Cn1cc(N2C(=O)CN(Cc3cccc(O[Si](C)(C)C(C)(C)C)c3)C2=O)cn1, CO, Cl. Product: Cc1noc(C)c1Cn1cc(N2C(=O)CN(Cc3cccc(O)c3)C2=O)cn1. Reaction SMILES: [C:1]([Si:2]([CH3:3])([CH3:4])[O:6][c:7]1[cH:8][c:9]([CH2:10][N:11]2[C:12](=[O:30])[N:13]([c:17]3[cH:18][n:19][n:20]([CH2:22][c:23]4[c:24]([CH3:29])[n:25][o:26][c:27]4[CH3:28])[cH:21]3)[C:14](=[O:16])[CH2:15]2)[cH:31][cH:32][cH:33]1)([CH3:5])([CH3:34])[CH3:35].[CH3:37][OH:38].[ClH:36]>>[OH:6][c:7]1[cH:8][c:9]([CH2:10][N:11]2[C:12](=[O:30])[N:13]([c:17]3[cH:18][n:19][n:20]([CH2:22][c:23]4[c:24]([CH3:29])[n:25][o:26][c:27]4[CH3:28])[cH:21]3)[C:14](=[O:16])[CH2:15]2)[cH:31][cH:32][cH:33]1. Starting materials: [N+](=O)([O-])CC1=CC(CC(C1)(C)C)(C)C (1-nitromethyl-3,3,5,5-tetramethylcyclohexene), C(Cl)(Cl)Cl (chloroform). Reagents/catalysts: [Pd] (Pd/C). The solvent is C(C)O (ethanol). The product is Cl.CC1(CC(CC(C1)(C)C)CN)C (3,3,5,5-tetramethylcyclohexylmethylamine hydrochloride). Yield: 50.0%. As a reaction SMILES: [N+:1]([CH2:4][C:5]1[CH2:10][C:9]([CH3:12])([CH3:11])[CH2:8][C:7]([CH3:14])([CH3:13])[CH:6]=1)([O-])=O.C(Cl)(Cl)[Cl:16]>C(O)C.[Pd]>[ClH:16].[CH3:11][C:9]1([CH3:12])[CH2:8][C:7]([CH3:13])([CH3:14])[CH2:6][CH:5]([CH2:4][NH2:1])[CH2:10]1 |f:4.5|. Procedure: A solution of 1-nitromethyl-3,3,5,5-tetramethylcyclohexene (6) (1.1 g, 5.63 mmol) in a mixture of ethanol (140 ml) and chloroform (2.8 ml) was hydrogenated over 10% Pd/C (280 mg) at 5 atm for 20 h, filtered and evaporated. The crude product was treated with ether, filtered and washed with ether to give 0.57 g (50%) of amine 5-26.